From a dataset of the Open Reaction Database (ORD), a public repository of structured organic reaction records. describe an organic reaction: reactants, conditions, products, and yield Starting materials: C1(CCC1)C1=NCCC2=CC(=C(C=C12)OC)OC (1-cyclobutyl-3,4-dihydro-6,7-dimethoxyisoquinoline), FC1=C(C#N)C=CC=C1 (2-fluorobenzonitrile), C(CCC)[Li] (n-Butyl lithium), C(C)(C)NC(C)C (diisopropylamine), C(C)(C)[N-]C(C)C.[Li+] (lithium diisopropylamide). Solvent: O1CCCC1 (tetrahydrofuran), O1CCCC1 (tetrahydrofuran). Run at temperature 0 celsius, time 1 hour. Product: C(#N)C1=C(C=CC=C1)C1(CCC1)C1=NCCC2=CC(=C(C=C12)OC)OC (1-[1-(2-cyanophenyl)cyclobutyl]-6,7-dimethoxy-3,4-dihydroisoquinoline). As a reaction SMILES: C([Li])CCC.C(NC(C)C)(C)C.C([N-]C(C)C)(C)C.[Li+].[CH:21]1([C:25]2[C:34]3[C:29](=[CH:30][C:31]([O:37][CH3:38])=[C:32]([O:35][CH3:36])[CH:33]=3)[CH2:28][CH2:27][N:26]=2)[CH2:24][CH2:23][CH2:22]1.F[C:40]1[CH:47]=[CH:46][CH:45]=[CH:44][C:41]=1[C:42]#[N:43]>O1CCCC1>[C:42]([C:41]1[CH:44]=[CH:45][CH:46]=[CH:47][C:40]=1[C:21]1([C:25]2[C:34]3[C:29](=[CH:30][C:31]([O:37][CH3:38])=[C:32]([O:35][CH3:36])[CH:33]=3)[CH2:28][CH2:27][N:26]=2)[CH2:22][CH2:23][CH2:24]1)#[N:43] |f:2.3|. Procedure details: n-Butyl lithium (24.5 ml, 2M solution in hexane) was added to a solution of diisopropylamine (6.85 ml) in tetrahydrofuran (50 ml) at 0° C. The resulting solution of lithium diisopropylamide was stirred at 0° C. for 20 minutes. A solution of 1-cyclobutyl-3,4-dihydro-6,7-dimethoxyisoquinoline (10 g) in tetrahydrofuran (100 ml) was added. The mixture was stirred at 0° C. for 1 hour, then cooled to -70° C. and treated dropwise with 2-fluorobenzonitrile (4.42 ml). The mixture was stirred at -70° C. f... Reactants: CN(C)CCCCl, Cl, [H-], [Na+], Oc1ccc(-c2nnc(CSCCCc3ccccc3)o2)cc1. Yields the product CN(C)CCCOc1ccc(-c2nnc(CSCCCc3ccccc3)o2)cc1. Reaction SMILES: [Cl:26][CH2:27][CH2:28][CH2:29][N:30]([CH3:31])[CH3:32].[ClH:33].[H-:24].[Na+:25].[c:1]1([CH2:7][CH2:8][CH2:9][S:10][CH2:11][c:12]2[n:13][n:14][c:15](-[c:17]3[cH:18][cH:19][c:20]([OH:23])[cH:21][cH:22]3)[o:16]2)[cH:2][cH:3][cH:4][cH:5][cH:6]1>>[c:1]1([CH2:7][CH2:8][CH2:9][S:10][CH2:11][c:12]2[n:13][n:14][c:15](-[c:17]3[cH:18][cH:19][c:20]([O:23][CH2:27][CH2:28][CH2:29][N:30]([CH3:31])[CH3:32])[cH:21][cH:22]3)[o:16]2)[cH:2][cH:3][cH:4][cH:5][cH:6]1. Starting materials: [BH4-], CO, Cl, NC1CC(N2Cc3cn(CC(=O)O)nc3C2)COC1c1cc(F)ccc1F, [Na+]. The product is NC1CC(N2Cc3cn(CCO)nc3C2)COC1c1cc(F)ccc1F. RXN SMILES: [BH4-:29].[CH3:31][OH:32].[ClH:1].[NH2:2][CH:3]1[CH2:4][CH:5]([N:17]2[CH2:18][c:19]3[n:20][n:21]([CH2:25][C:26](=[O:27])[OH:28])[cH:22][c:23]3[CH2:24]2)[CH2:6][O:7][CH:8]1[c:9]1[c:10]([F:16])[cH:11][cH:12][c:13]([F:15])[cH:14]1.[Na+:30]>>[NH2:2][CH:3]1[CH2:4][CH:5]([N:17]2[CH2:18][c:19]3[n:20][n:21]([CH2:25][CH2:26][OH:27])[cH:22][c:23]3[CH2:24]2)[CH2:6][O:7][CH:8]1[c:9]1[c:10]([F:16])[cH:11][cH:12][c:13]([F:15])[cH:14]1. The reactants are C(C1=CC=CC=C1)(=O)Cl (benzoyl chloride), C(C)(=O)OCC (Ethyl acetate), [Li+].C[Si](C)(C)[N-][Si](C)(C)C (LiHMDS), C(C)OC(C)OC1CC(=O)OC(C(/C=C/C(C(CC1)(C)OC(C)OCC)O)C)\C(=C\C=C\C(CC1C(C(C(CC)OC(C)OCC)C)O1)C)\C ((8E,12E,14E)-3,6,21-tri(1-ethoxyethoxy)-7-hydroxy-6,10,12,16,20-pentamethyl-18,19-epoxytricosa-8,12,14-trien-11-olide). Solvent: O1CCCC1 (tetrahydrofuran), O (water), O1CCCC1 (tetrahydrofuran). Conditions: time 15 minute. The product is C(C1=CC=CC=C1)(=O)OC\1C(CCC(CC(=O)OC(C(/C=C1)C)\C(=C\C=C\C(CC1C(C(C(CC)OC(C)OCC)C)O1)C)\C)OC(C)OCC)(C)OC(C)OCC ((8E,12E,14E)-7-Benzoyloxy-3,6,21-tri(1-ethoxyethoxy)-6,10,12,16,20-pentamethyl-18,19-epoxytricosa-8,12,14-trien-11-olide). Yield: 53.5%. Reaction SMILES: [Li+].C[Si]([N-][Si](C)(C)C)(C)C.[CH2:11]([O:13][CH:14]([O:16][CH:17]1[CH2:29][CH2:28][C:27]([O:31][CH:32]([O:34][CH2:35][CH3:36])[CH3:33])([CH3:30])[CH:26]([OH:37])[CH:25]=[CH:24][CH:23]([CH3:38])[CH:22](/[C:39](/[CH3:60])=[CH:40]/[CH:41]=[CH:42]/[CH:43]([CH3:59])[CH2:44][CH:45]2[O:58][CH:46]2[CH:47]([CH3:57])[CH:48]([O:51][CH:52]([O:54][CH2:55][CH3:56])[CH3:53])[CH2:49][CH3:50])[O:21][C:19](=[O:20])[CH2:18]1)[CH3:15])[CH3:12].[C:61](Cl)(=[O:68])[C:62]1[CH:67]=[CH:66][CH:65]=[CH:64][CH:63]=1.C(OCC)(=O)C>O1CCCC1.O>[C:61]([O:37][CH:26]1[C:27]([O:31][CH:32]([O:34][CH2:35][CH3:36])[CH3:33])([CH3:30])[CH2:28][CH2:29][CH:17]([O:16][CH:14]([O:13][CH2:11][CH3:12])[CH3:15])[CH2:18][C:19]([O:21][CH:22](/[C:39](/[CH3:60])=[CH:40]/[CH:41]=[CH:42]/[CH:43]([CH3:59])[CH2:44][CH:45]2[O:58][CH:46]2[CH:47]([CH3:57])[CH:48]([O:51][CH:52]([O:54][CH2:55][CH3:56])[CH3:53])[CH2:49][CH3:50])[CH:23]([CH3:38])[CH:24]=[CH:25]1)=[O:20])(=[O:68])[C:62]1[CH:67]=[CH:66][CH:65]=[CH:64][CH:63]=1 |f:0.1|. Procedure: LiHMDS (1.0 M tetrahydrofuran solution, 81 μL, 81 μmol) was added dropwise to a solution of (8E,12E,14E)-3,6,21-tri(1-ethoxyethoxy)-7-hydroxy-6,10,12,16,20-pentamethyl-18,19-epoxytricosa-8,12,14-trien-11-olide (10 mg, 14 μmol) in tetrahydrofuran (1 mL) at −40° C. under nitrogen atmosphere. After stirring at the same temperature for 15 min., a solution of benzoyl chloride (17.8 mg, 125 μmol) in tetrahydrofuran (0.4 mL) was added dropwise thereto and the mixture was stirred at 0° C. for 7 hours. E... The reactants are OCCC=1C=C(C=CC1OC)CC(C(=O)OCC)OC(C)C (ethyl 3-[3-(2-hydroxyethyl)-4-methoxyphenyl]-2-isopropoxypropanoate), FC(C1=CC=C(C=C1)N=C=O)(F)F (α,α,α-trifluoro-p-tolylisocyanate). Product: C(C)(C)OC(C(=O)O)CC1=CC(=C(C=C1)OC)CCOC(=O)NC1=CC=C(C=C1)C(F)(F)F (2-Isopropoxy-3-{4-methoxy-3-[2-({[4-(trifluoromethyl)-anilino]carbonyl}oxy)ethyl]phenyl}propanoic acid). As a reaction SMILES: [OH:1][CH2:2][CH2:3][C:4]1[CH:5]=[C:6]([CH2:12][CH:13]([O:19][CH:20]([CH3:22])[CH3:21])[C:14]([O:16]CC)=[O:15])[CH:7]=[CH:8][C:9]=1[O:10][CH3:11].[F:23][C:24]([F:35])([F:34])[C:25]1[CH:30]=[CH:29][C:28]([N:31]=[C:32]=[O:33])=[CH:27][CH:26]=1>>[CH:20]([O:19][CH:13]([CH2:12][C:6]1[CH:7]=[CH:8][C:9]([O:10][CH3:11])=[C:4]([CH2:3][CH2:2][O:1][C:32]([NH:31][C:28]2[CH:27]=[CH:26][C:25]([C:24]([F:23])([F:34])[F:35])=[CH:30][CH:29]=2)=[O:33])[CH:5]=1)[C:14]([OH:16])=[O:15])([CH3:21])[CH3:22]. Procedure: Using ethyl 3-[3-(2-hydroxyethyl)-4-methoxyphenyl]-2-isopropoxypropanoate and α,α,α-trifluoro-p-tolylisocyanate, the title compound was obtained in the same manner as described in Example 148. The reactants are C[Si](C)(C)[N-][Si](C)(C)C.[Li+] (lithium bis(trimethylsilyl)amide), BrCC1=C(C=C(C=C1)[N+](=O)[O-])C (1-(bromomethyl)-2-methyl-4-nitrobenzene), FC1=C(C(=O)NC2=NNC=C2)C(=CC=C1)F (2,6-difluoro-N-(1H-pyrazol-3-yl)benzamide), Intermediate 9. Solvent: C1CCOC1 (THF), C1CCOC1 (THF), C1CCOC1 (THF). Run at time 30 minute. Product: FC1=C(C(=O)NC2=NN(C=C2)CC2=C(C=C(C=C2)[N+](=O)[O-])C)C(=CC=C1)F (2,6-Difluoro-N-{1-[(2-methyl-4-nitrophenyl)methyl]-1H-pyrazol-3-yl}benzamide). As a reaction SMILES: [F:1][C:2]1[CH:15]=[CH:14][CH:13]=[C:12]([F:16])[C:3]=1[C:4]([NH:6][C:7]1[CH:11]=[CH:10][NH:9][N:8]=1)=[O:5].C[Si]([N-][Si](C)(C)C)(C)C.[Li+].Br[CH2:28][C:29]1[CH:34]=[CH:33][C:32]([N+:35]([O-:37])=[O:36])=[CH:31][C:30]=1[CH3:38]>C1COCC1>[F:1][C:2]1[CH:15]=[CH:14][CH:13]=[C:12]([F:16])[C:3]=1[C:4]([NH:6][C:7]1[CH:11]=[CH:10][N:9]([CH2:28][C:29]2[CH:34]=[CH:33][C:32]([N+:35]([O-:37])=[O:36])=[CH:31][C:30]=2[CH3:38])[N:8]=1)=[O:5] |f:1.2|. Procedure: To a solution of 2,6-difluoro-N-(1H-pyrazol-3-yl)benzamide (for a preparation see Intermediate 9)(1.5 g, 6.72 mmol) in THF (30 ml) at ambient temperature under nitrogen was added 1.0 M lithium bis(trimethylsilyl)amide in THF (6.5 ml, 6.50 mmol, Aldrich). The solution was stirred for 30 min. To the solution was added a solution of 1-(bromomethyl)-2-methyl-4-nitrobenzene (1.5 g, 6.52 mmol) in THF (20 ml). The resulting pale orange solution was stirred at ambient temperature under nitrogen over the...